Dataset: the Open Reaction Database (ORD), a public repository of structured organic reaction records. Task: describe an organic reaction: reactants, conditions, products, and yield The reactants are BrCCCCl (1-bromo-3-chloropropane), C(C1=CC=CC=C1)OC1=CC=2NC3=CC=CC(=C3SC2C=C1)S(N(C)C)(=O)=O (2-benzyloxy-6-dimethylsulphamoylphenothiazine), [OH-].[K+] (potassium hydroxide). Run in C(C)C(=O)C (methyl ethyl ketone). Product: C(C1=CC=CC=C1)OC1=CC=2N(C3=CC=CC(=C3SC2C=C1)S(N(C)C)(=O)=O)CCCCl (2-Benzyloxy-6-dimethylsulphamoyl-10-(3-chloro-propyl)phenothiazine). Isolated yield 108.8%. As a reaction SMILES: Br[CH2:2][CH2:3][CH2:4][Cl:5].[CH2:6]([O:13][C:14]1[CH:27]=[CH:26][C:25]2[S:24][C:23]3[C:18](=[CH:19][CH:20]=[CH:21][C:22]=3[S:28](=[O:33])(=[O:32])[N:29]([CH3:31])[CH3:30])[NH:17][C:16]=2[CH:15]=1)[C:7]1[CH:12]=[CH:11][CH:10]=[CH:9][CH:8]=1.[OH-].[K+]>C(C(C)=O)C>[CH2:6]([O:13][C:14]1[CH:27]=[CH:26][C:25]2[S:24][C:23]3[C:18](=[CH:19][CH:20]=[CH:21][C:22]=3[S:28](=[O:33])(=[O:32])[N:29]([CH3:31])[CH3:30])[N:17]([CH2:2][CH2:3][CH2:4][Cl:5])[C:16]=2[CH:15]=1)[C:7]1[CH:12]=[CH:11][CH:10]=[CH:9][CH:8]=1 |f:2.3|. Reported procedure: 2-Benzyloxy-6-dimethylsulphamoyl-10-(3-chloro-propyl)phenothiazine (m.p. 124°-126°C.; 89.0 g.) is prepared by reacting 1-bromo-3-chloropropane (92 g.) with 2-benzyloxy-6-dimethylsulphamoylphenothiazine (69.0 g.) in the presence of powdered potassium hydroxide (16.4 g.) in methyl ethyl ketone (230 cc.). Starting materials: COC(=O)c1cc(-c2ccnn2C)c(C)o1, [Na+], C1CCOC1, [OH-]. Yields the product Cc1oc(C(=O)O)cc1-c1ccnn1C. As a reaction SMILES: [CH3:1][c:2]1[c:3](-[c:11]2[cH:12][cH:13][n:14][n:15]2[CH3:16])[cH:4][c:5]([C:7](=[O:8])[O:9][CH3:10])[o:6]1.[Na+:18].[O:19]1[CH2:20][CH2:21][CH2:22][CH2:23]1.[OH-:17]>>[CH3:1][c:2]1[c:3](-[c:11]2[cH:12][cH:13][n:14][n:15]2[CH3:16])[cH:4][c:5]([C:7](=[O:8])[OH:9])[o:6]1. Reactants: C(C(=O)O)(=O)O (oxalic acid), O1[C@@H](C1)COC1=C2C=CNC2=CC=C1 ((S)-(+)-4-(oxiranylmethoxy)-1H-indole), OC1(CCNCC1)C1=CC=C(C=C1)F (4-hydroxy-4-(4-fluorophenyl)piperidine), CO (methanol). The solvent is C(C)(=O)OCC (ethyl acetate), C(C)(=O)OCC (ethyl acetate). The product is C(C(=O)O)(=O)O.N1C=CC2=C(C=CC=C12)OC[C@H](CN1CCC(CC1)(C1=CC=C(C=C1)F)O)O ((2S)-(-)-1-(4-indolyloxy)-3-(4-hydroxy-4-(4-fluorophenyl)piperidin-1-yl)-2-propanol ethanedioate). RXN SMILES: [O:1]1[CH2:3][C@H:2]1[CH2:4][O:5][C:6]1[CH:14]=[CH:13][CH:12]=[C:11]2[C:7]=1[CH:8]=[CH:9][NH:10]2.[OH:15][C:16]1([C:22]2[CH:27]=[CH:26][C:25]([F:28])=[CH:24][CH:23]=2)[CH2:21][CH2:20][NH:19][CH2:18][CH2:17]1.[C:29]([OH:34])(=[O:33])[C:30]([OH:32])=[O:31].CO>C(OCC)(=O)C>[C:29]([OH:34])(=[O:33])[C:30]([OH:32])=[O:31].[NH:10]1[C:11]2[C:7](=[C:6]([O:5][CH2:4][C@@H:2]([OH:1])[CH2:3][N:19]3[CH2:18][CH2:17][C:16]([OH:15])([C:22]4[CH:27]=[CH:26][C:25]([F:28])=[CH:24][CH:23]=4)[CH2:21][CH2:20]3)[CH:14]=[CH:13][CH:12]=2)[CH:8]=[CH:9]1 |f:5.6|. Procedure details: The title compound was prepared in similar fashion from (S)-(+)-4-(oxiranylmethoxy)-1H-indole and 4-hydroxy-4-(4-fluorophenyl)piperidine. The resulting free base was dissolved in ethyl acetate, and precipitated with one equivalent of oxalic acid in ethyl acetate in 77% overall yield. FDMS m/e=384 (M+ of free base). α[D]589 =-11.40 (c=0.66, methanol). The reactants are Cl (hydrochloric acid), COC(=O)C=1C=C2C(=CN(C2=CC1)C)CC1=C(C=C(C(=O)NS(=O)(=O)C2=C(C=CC=C2)C)C=C1)OC (4-(5-methoxycarbonyl-1-methylindol-3-ylmethyl)-3-methoxy-N-(2-methylphenylsulfonyl)benzamide), [OH-].[Na+] (sodium hydroxide), O (water). Solvent: C(C)(=O)OCCCC (n-butyl acetate), O1CCCC1 (tetrahydrofuran), O1CCCC1 (tetrahydrofuran). Conditions: temperature 65 celsius, time 3 hour. Product: C(=O)(O)C=1C=C2C(=CN(C2=CC1)C)CC1=C(C=C(C(=O)NS(=O)(=O)C2=C(C=CC=C2)C)C=C1)OC (4-(5-Carboxy-1 -methylindol-3-ylmethyl)-3-methoxy-N-(2-methylphenylsulfonyl)benzamide). Reaction SMILES: C[O:2][C:3]([C:5]1[CH:6]=[C:7]2[C:11](=[CH:12][CH:13]=1)[N:10]([CH3:14])[CH:9]=[C:8]2[CH2:15][C:16]1[CH:34]=[CH:33][C:19]([C:20]([NH:22][S:23]([C:26]2[CH:31]=[CH:30][CH:29]=[CH:28][C:27]=2[CH3:32])(=[O:25])=[O:24])=[O:21])=[CH:18][C:17]=1[O:35][CH3:36])=[O:4].[OH-].[Na+].O.Cl>C(OCCCC)(=O)C.O1CCCC1>[C:3]([C:5]1[CH:6]=[C:7]2[C:11](=[CH:12][CH:13]=1)[N:10]([CH3:14])[CH:9]=[C:8]2[CH2:15][C:16]1[CH:34]=[CH:33][C:19]([C:20]([NH:22][S:23]([C:26]2[CH:31]=[CH:30][CH:29]=[CH:28][C:27]=2[CH3:32])(=[O:25])=[O:24])=[O:21])=[CH:18][C:17]=1[O:35][CH3:36])([OH:4])=[O:2] |f:1.2|. Reported procedure: A mixture of the product of step d) (15 g, 23.8 mmole), concentrated sodium hydroxide liquor (6.75 ml, 119 mmole), water (85 ml) and tetrahydrofuran (18 ml) was stirred for three hours at 65° C., and the now homogeneous solution cooled to 50°-55° C. and maintained at this temperature during the subsequent acidification and extraction. Concentrated hydrochloric acid was added to a pH of 7-8, followed by addition of tetrahydrofuran (44 ml) and n-butyl acetate (29 ml), and further adjustment of the... Reported procedure: A solution of 4-aminobenzenesulfonyl azide (0.63 g, 3.2 mmol) in 75 ml ether was added slowly to a solution of 1-methyl-1,4-dihydropyridine (0.30 g, 3.2 mmol) in 75 ml ether with stirring at 25° C. Evolution of nitrogen gas was immediate. The reaction was allowed to proceed for 2 hours and the solvent was removed in vacuo to give 2-methyl-7-[(4-aminophenyl)sulfonyl]-2,7-diazabicyclo[4.1.0]hept-3-ene (0.82 g, 97%) with mp 188-190° . Hydrogenation of 2-methyl-7-[(4-aminophenyl) sulfonyl]-2,7-diazb... Reaction conditions: temperature 25 celsius, time 2 hour. Yield: 96.6%. Starting materials: NC1=CC=C(C=C1)S(=O)(=O)N=[N+]=[N-] (4-aminobenzenesulfonyl azide), CN1C=CCC=C1 (1-methyl-1,4-dihydropyridine). Run in CCOCC (ether), CCOCC (ether). RXN SMILES: [NH2:1][C:2]1[CH:7]=[CH:6][C:5]([S:8]([N:11]=[N+]=[N-])(=[O:10])=[O:9])=[CH:4][CH:3]=1.[CH3:14][N:15]1[CH:20]=[CH:19][CH2:18][CH:17]=[CH:16]1>CCOCC>[CH3:14][N:15]1[CH:16]=[CH:17][CH2:18][CH:19]2[CH:20]1[N:11]2[S:8]([C:5]1[CH:6]=[CH:7][C:2]([NH2:1])=[CH:3][CH:4]=1)(=[O:10])=[O:9]. Yields the product CN1C2N(C2CC=C1)S(=O)(=O)C1=CC=C(C=C1)N (2-methyl-7-[(4-aminophenyl)sulfonyl]-2,7-diazabicyclo[4.1.0]hept-3-ene).